This data is from the Open Reaction Database (ORD), a public repository of structured organic reaction records. The task is: describe an organic reaction: reactants, conditions, products, and yield Reactants: CCOc1ccc2ccccc2c1-c1ncc(C=O)n1COC, Cl, C1COCCO1. The product is CCOc1ccc2ccccc2c1-c1ncc(C=O)[nH]1. As a reaction SMILES: [CH2:1]([CH3:2])[O:3][c:4]1[c:5](-[c:14]2[n:15][cH:16][c:17]([CH:22]=[O:23])[n:18]2[CH2:19][O:20][CH3:21])[c:6]2[cH:7][cH:8][cH:9][cH:10][c:11]2[cH:12][cH:13]1.[ClH:24].[O:25]1[CH2:26][CH2:27][O:28][CH2:29][CH2:30]1>>[CH2:1]([CH3:2])[O:3][c:4]1[c:5](-[c:14]2[n:15][cH:16][c:17]([CH:22]=[O:23])[nH:18]2)[c:6]2[cH:7][cH:8][cH:9][cH:10][c:11]2[cH:12][cH:13]1. Reactants: C#Cc1cccc(Nc2ncnc3cc(OCCOC)c(OCCOC)cc23)c1, O=C([O-])O, CS(=O)(=O)O, ClCCl, Cl, [Na+], O. The product is C#Cc1cccc(Nc2ncnc3cc(OCCOC)c(OCCOC)cc23)c1, CS(=O)(=O)O. RXN SMILES: [C:2](#[CH:3])[c:4]1[cH:5][c:6]([NH:10][c:11]2[n:12][cH:13][n:14][c:15]3[cH:16][c:17]([O:26][CH2:27][CH2:28][O:29][CH3:30])[c:18]([O:21][CH2:22][CH2:23][O:24][CH3:25])[cH:19][c:20]23)[cH:7][cH:8][cH:9]1.[C:31](=[O:32])([OH:33])[O-:34].[CH3:36][S:37]([OH:38])(=[O:39])=[O:40].[Cl:42][CH2:43][Cl:44].[ClH:1].[Na+:35].[OH2:41]>>[C:2](#[CH:3])[c:4]1[cH:5][c:6]([NH:10][c:11]2[n:12][cH:13][n:14][c:15]3[cH:16][c:17]([O:26][CH2:27][CH2:28][O:29][CH3:30])[c:18]([O:21][CH2:22][CH2:23][O:24][CH3:25])[cH:19][c:20]23)[cH:7][cH:8][cH:9]1.[CH3:36][S:37](=[O:38])(=[O:39])[OH:40]. Starting materials: Cc1noc(N2CC3CC2CN3C(=O)OC(C)(C)C)n1, O=C(O)C(F)(F)F. Product: Cc1noc(N2CC3CC2CN3)n1. RXN SMILES: [C:1]([O:2][C:3](=[O:4])[N:8]1[CH:9]2[CH2:10][N:11]([c:15]3[n:16][c:17]([CH3:20])[n:18][o:19]3)[CH:12]([CH2:13]1)[CH2:14]2)([CH3:5])([CH3:6])[CH3:7].[OH:21][C:22]([C:23]([F:24])([F:25])[F:26])=[O:27]>>[NH:8]1[CH:9]2[CH2:10][N:11]([c:15]3[n:16][c:17]([CH3:20])[n:18][o:19]3)[CH:12]([CH2:13]1)[CH2:14]2.